From a dataset of the Open Reaction Database (ORD), a public repository of structured organic reaction records. describe an organic reaction: reactants, conditions, products, and yield The reactants are C1CCC2=NCCCN2CC1, COCCOC, CS(=O)(=O)c1nc(N)nc(-c2ccco2)c1C#N, Oc1ccccc1. Product: N#Cc1c(Oc2ccccc2)nc(N)nc1-c1ccco1. RXN SMILES: [CH2:26]1[CH2:27][CH2:28][C:29]2=[N:34][CH2:33][CH2:32][CH2:31][N:30]2[CH2:35][CH2:36]1.[CH3:37][O:38][CH2:39][CH2:40][O:41][CH3:42].[NH2:1][c:2]1[n:3][c:4]([S:15]([CH3:16])(=[O:17])=[O:18])[c:5]([C:13]#[N:14])[c:6](-[c:8]2[o:9][cH:10][cH:11][cH:12]2)[n:7]1.[OH:19][c:20]1[cH:21][cH:22][cH:23][cH:24][cH:25]1>>[NH2:1][c:2]1[n:3][c:4]([O:19][c:20]2[cH:21][cH:22][cH:23][cH:24][cH:25]2)[c:5]([C:13]#[N:14])[c:6](-[c:8]2[o:9][cH:10][cH:11][cH:12]2)[n:7]1. The reactants are mercuric salt, [Al] (aluminium), C(C)(C)O (isopropanol). The product is O(C(C)C)[Al](OC(C)C)OC(C)C (triisopropoxyl aluminum). The yield is 90.0%. As a reaction SMILES: [Al:1].[CH:2]([OH:5])([CH3:4])[CH3:3]>>[O:5]([Al:1]([O:5][CH:2]([CH3:4])[CH3:3])[O:5][CH:2]([CH3:4])[CH3:3])[CH:2]([CH3:4])[CH3:3]. Reported procedure: 360 g anhydrous isopropanol, 0.0959 g mercuric salt and 13.5 g metallic aluminium scraps was refluxed at 83°-90° C. for 2-8 hours, evaporated off excess isopropand under normal pressure, triisopropoxyl aluminum was obtained by collecting distillation fraction of 110°-200° C. under reduced pressure of 1-10 mmHg. yield 90-100%. Starting materials: Cl (HCl), NC1=C(N=CN1)C(=O)N (5-amino-1H-imidazole-4-carboxylic acid amide), ClCC1=CC(=CC(=C1)C(F)(F)F)C(F)(F)F (1-chloromethyl-3,5-bis-trifluoromethyl-benzene). Reaction conditions: time 2 day. Yields the product NC1=C(N=CN1CC1=CC(=CC(=C1)C(F)(F)F)C(F)(F)F)C(=O)N (5-Amino-1-(3,5-bis-trifluoromethyl-benzyl)-1H-imidazole-4-carboxylic acid amide). RXN SMILES: Cl.[NH2:2][C:3]1[NH:7][CH:6]=[N:5][C:4]=1[C:8]([NH2:10])=[O:9].Cl[CH2:12][C:13]1[CH:18]=[C:17]([C:19]([F:22])([F:21])[F:20])[CH:16]=[C:15]([C:23]([F:26])([F:25])[F:24])[CH:14]=1>>[NH2:2][C:3]1[N:7]([CH2:12][C:13]2[CH:14]=[C:15]([C:23]([F:25])([F:26])[F:24])[CH:16]=[C:17]([C:19]([F:20])([F:21])[F:22])[CH:18]=2)[CH:6]=[N:5][C:4]=1[C:8]([NH2:10])=[O:9]. Reported procedure: Wash sodium hydride (2.71 g of a 60% solution in mineral oil, 67.66 mmol) three times with hexanes, then dilute with 85 mL of DMF. To this mixture add the HCl salt of 5-amino-1H-imidazole-4-carboxylic acid amide (5.0 g, 30.75 mmol) neat in four portions. The mixture generates gas and remains cloudy and turns a slightly green color. After mixing for 40 min., add 1-chloromethyl-3,5-bis-trifluoromethyl-benzene (8.88 g, 33.83 mmol). (The mixture again generates gas and darkens). Stir at RT for 2 day...